This data is from the Open Reaction Database (ORD), a public repository of structured organic reaction records. The task is: describe an organic reaction: reactants, conditions, products, and yield The reactants are CC(C)CC(C(=O)NN)C(CC=Cc1ccccc1)C(=O)OC(C)(C)C, CCN=C=NCCCN(C)C, CN(C)C=O, Cl, O=C(O)CNC(=O)OCC1c2ccccc2-c2ccccc21. RXN SMILES: [C:1]([CH3:2])([CH3:3])([CH3:4])[O:5][C:6](=[O:7])[CH:8]([CH2:9][CH:10]=[CH:11][c:12]1[cH:13][cH:14][cH:15][cH:16][cH:17]1)[CH:18]([C:19](=[O:20])[NH:21][NH2:22])[CH2:23][CH:24]([CH3:25])[CH3:26].[CH2:50]([N:51]=[C:52]=[N:53][CH2:54][CH2:55][CH2:56][N:57]([CH3:58])[CH3:59])[CH3:60].[CH3:61][N:62]([CH3:63])[CH:64]=[O:65].[ClH:49].[cH:27]1[cH:28][cH:29][cH:30][c:31]2[c:39]1[CH:38]([CH2:40][O:41][C:42](=[O:43])[NH:44][CH2:45][C:46](=[O:47])[OH:48])[c:37]1[c:32]-2[cH:33][cH:34][cH:35][cH:36]1>>[C:1]([CH3:2])([CH3:3])([CH3:4])[O:5][C:6](=[O:7])[CH:8]([CH2:9][CH:10]=[CH:11][c:12]1[cH:13][cH:14][cH:15][cH:16][cH:17]1)[CH:18]([C:19](=[O:20])[NH:21][NH:22][C:46]([CH2:45][NH:44][C:42]([O:41][CH2:40][CH:38]1[c:37]2[c:32]([cH:33][cH:34][cH:35][cH:36]2)-[c:31]2[cH:30][cH:29][cH:28][cH:27][c:39]21)=[O:43])=[O:47])[CH2:23][CH:24]([CH3:25])[CH3:26]. Yields the product CC(C)CC(C(=O)NNC(=O)CNC(=O)OCC1c2ccccc2-c2ccccc21)C(CC=Cc1ccccc1)C(=O)OC(C)(C)C. The reactants are FC1=CC=C(C=C1)[C@H]1[C@@H]([C@H](CC[C@@H]1O)C(=O)OCC)C(=O)OCC (Diethyl (1S,2S,3R,4S)-3-(4-fluorophenyl)-4-hydroxycyclohexane-1,2-dicarboxylate), FC(C=1C=C(C=C(C1)C(F)(F)F)[C@H](C)OC(C(Cl)(Cl)Cl)=N)(F)F ((1S)-1-[3,5-bis(trifluoromethyl)phenyl]ethyl-2,2,2-trichloroethanimidoate), [H+].[B-](F)(F)(F)F (HBF4). Run in cyclohexane 1,2chloroethane, CCOCC (ether), CCOCC (ether). Run at temperature 0 celsius, time 2 hour. The product is FC(C=1C=C(C=C(C1)C(F)(F)F)[C@@H](C)O[C@@H]1[C@H]([C@@H]([C@H](CC1)C(=O)OCC)C(=O)OCC)C1=CC=C(C=C1)F)(F)F (Diethyl (1S,2S,3R,4S)-4-{(1R)-1-[3,5-bis(trifluoromethyl)phenyl]ethoxy}-3-(4-fluorophenyl)cyclohexane-1,2-dicarboxylate). Isolated yield 59.1%. Reaction SMILES: [F:1][C:2]1[CH:7]=[CH:6][C:5]([C@@H:8]2[C@@H:13]([OH:14])[CH2:12][CH2:11][C@H:10]([C:15]([O:17][CH2:18][CH3:19])=[O:16])[C@H:9]2[C:20]([O:22][CH2:23][CH3:24])=[O:21])=[CH:4][CH:3]=1.[F:25][C:26]([F:47])([F:46])[C:27]1[CH:28]=[C:29]([C@@H:37](OC(=N)C(Cl)(Cl)Cl)[CH3:38])[CH:30]=[C:31]([C:33]([F:36])([F:35])[F:34])[CH:32]=1.[H+].[B-](F)(F)(F)F>CCOCC>[F:25][C:26]([F:46])([F:47])[C:27]1[CH:28]=[C:29]([C@H:37]([O:14][C@H:13]2[CH2:12][CH2:11][C@H:10]([C:15]([O:17][CH2:18][CH3:19])=[O:16])[C@@H:9]([C:20]([O:22][CH2:23][CH3:24])=[O:21])[C@@H:8]2[C:5]2[CH:4]=[CH:3][C:2]([F:1])=[CH:7][CH:6]=2)[CH3:38])[CH:30]=[C:31]([C:33]([F:34])([F:35])[F:36])[CH:32]=1 |f:2.3|. Procedure: To a solution of 9.09 g (26.9 mmol) of the first eluting isomer diethyl (1S,2S,3R,4S)-3-(4-fluorophenyl)-4-hydroxycyclohexane-1,2-dicarboxylate (step D) and 21.5 g (53.5 mmol) of (1S)-1-[3,5-bis(trifluoromethyl)phenyl]ethyl-2,2,2-trichloroethanimidoate (step E) in 250 mL of cyclohexane/1,2chloroethane (3/1) under nitrogen atmosphere at −5° C. was added 0.51 mL (3.58 mmol) of 54% HBF4 in ether. The reaction mixture was stirred at −5° C. to at 0° C. for 2 hr then diluted with ether. The mixture wa... Starting materials: Cc1ccc(S(=O)(=O)OCc2noc(C(CCCC3CCCCC3)CC(=O)OC(C)(C)C)n2)cc1, NCCO. The product is CC(C)(C)OC(=O)CC(CCCC1CCCCC1)c1nc(CNCCO)no1. Reaction SMILES: [CH:1]1([CH2:7][CH2:8][CH2:9][CH:10]([CH2:11][C:12](=[O:13])[O:14][C:15]([CH3:16])([CH3:17])[CH3:18])[c:19]2[n:20][c:21]([CH2:24][O:25][S:26]([c:27]3[cH:28][cH:29][c:30]([CH3:31])[cH:32][cH:33]3)(=[O:34])=[O:35])[n:22][o:23]2)[CH2:2][CH2:3][CH2:4][CH2:5][CH2:6]1.[NH2:36][CH2:37][CH2:38][OH:39]>>[CH:1]1([CH2:7][CH2:8][CH2:9][CH:10]([CH2:11][C:12](=[O:13])[O:14][C:15]([CH3:16])([CH3:17])[CH3:18])[c:19]2[n:20][c:21]([CH2:24][NH:36][CH2:37][CH2:38][OH:39])[n:22][o:23]2)[CH2:2][CH2:3][CH2:4][CH2:5][CH2:6]1. Reactants: C1(=CC=CC=C1)C(=C)O[Si](C)(C)C (1-phenyl-1-(trimethylsilyloxy)ethylene), dimethyl ester, C1=C(C=CC2=CC=CC=C12)CSC(C(=O)O)C(=O)O ([(2-naphthalenylmethyl)thio]propanedioic acid). Product: OC1=C(C(OC(=C1)C1=CC=CC=C1)=O)SCC1=CC2=CC=CC=C2C=C1 (4-Hydroxy-3-[(2-naphthalenylmethyl)thio]-6-phenyl-2H-pyran-2-one). RXN SMILES: [C:1]1([C:7]([O:9][Si](C)(C)C)=[CH2:8])[CH:6]=[CH:5][CH:4]=[CH:3][CH:2]=1.[CH:14]1[C:23]2[C:18](=[CH:19][CH:20]=[CH:21][CH:22]=2)[CH:17]=[CH:16][C:15]=1[CH2:24][S:25][CH:26]([C:30](O)=[O:31])[C:27](O)=[O:28]>>[OH:31][C:30]1[CH:8]=[C:7]([C:1]2[CH:6]=[CH:5][CH:4]=[CH:3][CH:2]=2)[O:9][C:27](=[O:28])[C:26]=1[S:25][CH2:24][C:15]1[CH:16]=[CH:17][C:18]2[C:23](=[CH:22][CH:21]=[CH:20][CH:19]=2)[CH:14]=1. Procedure details: The title compound was prepared by Method A using 1-phenyl-1-(trimethylsilyloxy)ethylene (0.475 g, 2.46 mmol) and dimethyl ester of [(2-naphthalenylmethyl)thio]propanedioic acid (0.500 g, 1.64 mmol). m.p. dec>250° C.; 1H NMR (250 MHz, DMSO-d6) δ4.06 (s, 2 H), 6.47 (s, 1 H), 7.46 (m, 6 H), 7.78 (m, 6 H). The reactants are ClC=1C=C(C=CC1Cl)SC1CCN(CC1)S(=O)(=O)C1=CC=C(C=C1)C (4-[(3,4-dichlorophenyl)thio]-1-[(4-methylphenyl)sulfonyl]piperidine), C1(=CC=CC=C1)O (phenol), Br (hydrobromic acid). Solvent: O (water). The product is Br.ClC=1C=C(C=CC1Cl)SC1CCNCC1 (4-[(3,4-Dichlorophenyl)thio]piperidine Monohydrobromide). As a reaction SMILES: [Cl:1][C:2]1[CH:3]=[C:4]([S:9][CH:10]2[CH2:15][CH2:14][N:13](S(C3C=CC(C)=CC=3)(=O)=O)[CH2:12][CH2:11]2)[CH:5]=[CH:6][C:7]=1[Cl:8].C1(O)C=CC=CC=1.[BrH:33]>O>[BrH:33].[Cl:1][C:2]1[CH:3]=[C:4]([S:9][CH:10]2[CH2:15][CH2:14][NH:13][CH2:12][CH2:11]2)[CH:5]=[CH:6][C:7]=1[Cl:8] |f:4.5|. Procedure details: A solution of 20.84 g (0.0502 mole) of 4-[(3,4-dichlorophenyl)thio]-1-[(4-methylphenyl)sulfonyl]piperidine, 36.58 g (0.338 mole) of phenol and 200 ml of 48% hydrobromic acid was heated at reflux for 25 hr. The reaction mixture was cooled to room temperature and diluted with water. The aqueous phase was extracted with benzene. The resulting aqueous acidic phase was made alkaline with 10% aqueous sodium hydroxide and extracted with chloroform. The chloroform layer was dried over sodium sulfate, fi... Starting materials: BrCC1=C(N=C(O1)C)C1=CC=CC=C1 (5-bromomethyl-2-methyl-4-phenyloxazole), [H-].[Na+] (Sodium hydride), C(CC(=O)OCC)(=O)OCC (diethyl malonate). Solvent: CN(C=O)C (N,N-dimethylformamide), O (water), oil, CN(C=O)C (N,N-dimethylformamide). Reaction conditions: time 10 minute. The product is CC=1OC(=C(N1)C1=CC=CC=C1)CC(C(=O)OCC)C(=O)OCC (diethyl 2-(2-methyl-4-phenyl-5-oxazolylmethyl)malonate). The yield is 66.2%. Reaction SMILES: [H-].[Na+].[C:3]([O:11][CH2:12][CH3:13])(=[O:10])[CH2:4][C:5]([O:7][CH2:8][CH3:9])=[O:6].Br[CH2:15][C:16]1[O:20][C:19]([CH3:21])=[N:18][C:17]=1[C:22]1[CH:27]=[CH:26][CH:25]=[CH:24][CH:23]=1>CN(C)C=O.O>[CH3:21][C:19]1[O:20][C:16]([CH2:15][CH:4]([C:5]([O:7][CH2:8][CH3:9])=[O:6])[C:3]([O:11][CH2:12][CH3:13])=[O:10])=[C:17]([C:22]2[CH:23]=[CH:24][CH:25]=[CH:26][CH:27]=2)[N:18]=1 |f:0.1|. Reported procedure: 60% Sodium hydride in oil (1.48 g) was added portionwise to a solution of diethyl malonate (11.7 g) in N,N-dimethylformamide (50 ml) and the mixture was stirred for 10 minutes. A solution of 5-bromomethyl-2-methyl-4-phenyloxazole (9.2 g) in N,N-dimethylformamide (20 ml) was added dropwise under ice-cooling. The mixture was stirred under ice-cooling for 30 minutes, diluted with water, and extracted with ethyl ether. The ethyl ether layer was washed with water and dried over anhydrous sodium sulfa... Reactants: CC1=NNC2=CC=C(C=C12)\C=C(/C#N)\C(C)=O ((2E)-2-[(3-Methyl-1H-indazol-5-yl)methylidene]-3-oxobutanenitrile), CC1(C(CC(OC1)=O)=O)C (5,5-dimethyldihydro-2H-pyran-2,4(3H)-dione), CC1(C(CC(OC1)=O)=O)C (5,5-dimethyldihydro-2H-pyran-2,4(3H)-dione), C(C)(=O)[O-].[NH4+] (ammonium acetate). Yields the product CC1=C(C(C2=C(N1)C(COC2=O)(C)C)C=2C=C1C(=NNC1=CC2)C)C#N (2,8,8-Trimethyl-4-(3-methyl-1H-indazol-5-yl)-5-oxo-1,5,7,8-tetrahydro-4H-pyrano[4,3-b]pyridine-3-carbonitrile). Reaction SMILES: [CH3:1][C:2]1[C:10]2[C:5](=[CH:6][CH:7]=[C:8](/[CH:11]=[C:12](/[C:15](=O)[CH3:16])\[C:13]#[N:14])[CH:9]=2)[NH:4][N:3]=1.[CH3:18][C:19]1([CH3:27])[CH2:24][O:23][C:22](=[O:25])[CH2:21][C:20]1=O.C([O-])(=O)C.[NH4+:32]>>[CH3:16][C:15]1[NH:32][C:20]2[C:19]([CH3:27])([CH3:18])[CH2:24][O:23][C:22](=[O:25])[C:21]=2[CH:11]([C:8]2[CH:9]=[C:10]3[C:5](=[CH:6][CH:7]=2)[NH:4][N:3]=[C:2]3[CH3:1])[C:12]=1[C:13]#[N:14] |f:2.3|. Reported procedure: The title compound was prepared from 200 mg (0.888 mmol) (2E)-2-[(3-methyl-1H-indazol-5-yl)-methylidene]-3-oxobutanenitrile (Example 2A), 126 mg (0.888 mmol) 5,5-dimethyldihydro-2H-pyran-2,4(3H)-dione [preparation: US 2006/0014826-A1 (Intermediate 6)] and 102 mg (1.332 mmol) ammonium acetate in analogy to the procedure described in Example 1 yielding 51 mg (16% of th.) after purification by preparative RP-HPLC (acetonitrile/water+0.1% TFA gradient) followed by flash chromatography (silica gel; e... The reactants are ClC(Cl)Cl, O=C(O)c1c2ccccc2cc2ccccc12, O=S(Cl)Cl. The product is O=C(Cl)c1c2ccccc2cc2ccccc12. Reaction SMILES: [CH:18]([Cl:19])([Cl:20])[Cl:21].[OH:1][C:2](=[O:3])[c:4]1[c:5]2[cH:6][cH:7][cH:8][cH:9][c:10]2[cH:11][c:12]2[cH:13][cH:14][cH:15][cH:16][c:17]12.[S:22]([Cl:23])([Cl:24])=[O:25]>>[O:1]=[C:2]([c:4]1[c:5]2[cH:6][cH:7][cH:8][cH:9][c:10]2[cH:11][c:12]2[cH:13][cH:14][cH:15][cH:16][c:17]12)[Cl:19].